From a dataset of the Open Reaction Database (ORD), a public repository of structured organic reaction records. describe an organic reaction: reactants, conditions, products, and yield Starting materials: O[C@H]1CC(=O)OC1 ((S)-3-hydroxy-γ-butyrolactone), Br (hydrobromic acid), C(C)(=O)O (acetic acid). Solvent: C(Cl)Cl (methylene chloride). Conditions: temperature 40 celsius, time 3 hour. Product: C(C)(=O)O[C@@H](CC(=O)O)CBr ((S)-3-acetoxy-4-bromobutyric acid). Isolated yield 95.0%. Reaction SMILES: [OH:1][C@@H:2]1[CH2:7][O:6][C:4](=[O:5])[CH2:3]1.[BrH:8].[C:9]([OH:12])(=O)[CH3:10]>C(Cl)Cl>[C:9]([O:1][C@H:2]([CH2:7][Br:8])[CH2:3][C:4]([OH:6])=[O:5])(=[O:12])[CH3:10]. Reported procedure: To a 2 l of three-necked flask equipped with reflux condenser, thermometer and mechanical stirrer were charged (S)-3-hydroxy-γ-butyrolactone (102 g) and 30% of hydrobromic acid in acetic acid (675 g, 2.5 eq.). The mixture was stirred at 40° C. for 3 hours. After cooling the reaction mixture, methylene chloride (1000 ml) was added to it. The reaction mixture was washed with aqueous solution of sodium acetate. The organic layer was separated, dried over magnesium sulfate, and concentrated to affor... The reactants are OCC[C@H]1[C@H](C1)C1CCN(CC1)C(=O)OC1(CC1)C (1-methylcyclopropyl 4-[(1R,2S)-2-(2-hydroxyethyl)cyclopropyl)piperidine-1-carboxylate), [H-].[Na+] (NaH), N1(N=CN=C1)C=1C=CC(=NC1)O (5-(1H-1,2,4-triazole-1-yl)pyridin-2-ol). Solvent: CN(C)C=O (DMF), CN(C)C=O (DMF). Conditions: time 10 minute. Yields the product N1(N=CN=C1)C=1C=CC(=NC1)OCC[C@H]1[C@H](C1)C1CCN(CC1)C(=O)OC1(CC1)C (1-methylcyclopropyl 4-[(1R,2S)-2-(2-{[5-(1H-1,2,4-triazol-1-yl)pyridin-2-yl]oxy}ethyl)cyclopropyl]piperidine-1-carboxylate). As a reaction SMILES: [OH:1][CH2:2][CH2:3][C@@H:4]1[CH2:6][C@@H:5]1[CH:7]1[CH2:12][CH2:11][N:10]([C:13]([O:15][C:16]2([CH3:19])[CH2:18][CH2:17]2)=[O:14])[CH2:9][CH2:8]1.[H-].[Na+].[N:22]1([C:27]2[CH:28]=[CH:29][C:30](O)=[N:31][CH:32]=2)[CH:26]=[N:25][CH:24]=[N:23]1>CN(C=O)C>[N:22]1([C:27]2[CH:28]=[CH:29][C:30]([O:1][CH2:2][CH2:3][C@@H:4]3[CH2:6][C@@H:5]3[CH:7]3[CH2:12][CH2:11][N:10]([C:13]([O:15][C:16]4([CH3:19])[CH2:18][CH2:17]4)=[O:14])[CH2:9][CH2:8]3)=[N:31][CH:32]=2)[CH:26]=[N:25][CH:24]=[N:23]1 |f:1.2|. Procedure: To a stirred solution of 1-methylcyclopropyl 4-[(1R,2S)-2-(2-hydroxyethyl)cyclopropyl)piperidine-1-carboxylate (100 mg, 0.37 mmol) in DMF (5 mL) was added NaH (22 mg, 0.56 mmol) in small portions. After total addition, the grey solution was stirred at RT for 10 minutes and then cooled to −26° C. via dry ice/methanol bath. A solution of 5-(1H-1,2,4-triazole-1-yl)pyridin-2-ol (120 mg, 0.74 mmol) in DMF (0.5+0.5 mL) was added via syringe drop-wise and the resulting mixture was stirred for 30 minute... Starting materials: C1(C=CC(C=C1)=O)=O (p-benzoquinone), C(C(=C)C)(=O)OC (methyl methacrylate), C(C(=C)C)(=O)OC (methyl methacrylate), CC=1C(=CC(=CC1)N=C=O)N=C=O (tolylene diisocyanate), C(O)C(CC)(CO)CO (trimethylolpropane), C(C(=C)C)(=O)OCCO (2-hydroxyethyl methacrylate). Reaction conditions: temperature 70 celsius, time 10 hour. Product: NC(=O)OCC (urethane), C(C(=C)C)(=O)OC (methyl methacrylate). RXN SMILES: CC1C(N=C=O)=CC([N:8]=[C:9]=[O:10])=CC=1.C([C:16]([CH2:21][OH:22])(CO)CC)O.[C:23]([O:28][CH3:29])(=[O:27])[C:24]([CH3:26])=[CH2:25].C1(=O)C=CC(=O)C=C1.C(OCCO)(=O)C(C)=C>>[NH2:8][C:9]([O:22][CH2:21][CH3:16])=[O:10].[C:23]([O:28][CH3:29])(=[O:27])[C:24]([CH3:26])=[CH2:25]. Procedure: A U.V. curable urethane composition is prepared by heating 104.4 grams (0.6 moles) of tolylene diisocyanate to 70° C. and, while maintaining this temperature adding dropwise over 2 hours a homogeneous solution, also heated to 70° C., consisting of 26.8 grams of trimethylolpropane, 79.0 grams of methyl methacrylate and 0.02 grams p-benzoquinone. At the end of the reaction period, the product is maintained at 70° C. for an additional 6 hours. There is, thereafter, added dropwise 57.2 grams of 2-hy... The reactants are O1C(CCC2=CC=CC=C12)C(=O)O (Chroman-2-carboxylic acid), [H-].[H-].[H-].[H-].[Li+].[Al+3] (LAH). The solvent is C1CCOC1 (THF), C1CCOC1 (THF). Conditions: time 2 hour. The product is O1C(CCC2=CC=CC=C12)CO (chroman-2-yl-methanol). Reaction SMILES: [O:1]1[C:10]2[C:5](=[CH:6][CH:7]=[CH:8][CH:9]=2)[CH2:4][CH2:3][CH:2]1[C:11](O)=[O:12].[H-].[H-].[H-].[H-].[Li+].[Al+3]>C1COCC1>[O:1]1[C:10]2[C:5](=[CH:6][CH:7]=[CH:8][CH:9]=2)[CH2:4][CH2:3][CH:2]1[CH2:11][OH:12] |f:1.2.3.4.5.6|. Procedure: Chroman-2-carboxylic acid (4.3 g, 24 mmol) in THF (70 mL) was combined with 1M LAH in THF (30 mL, 30 mmol) and stirred at room temperature for 2 h. The reaction mixture was quenched with water and then stirred for 2 hours. The THF solution was decanted from the solid, which was washed with fresh THF. The combined THF solution was dried (Na2SO4) and evaporated in vacuo to yield chroman-2-yl-methanol as an oil. Starting materials: CCOC(=O)c1ncc2[nH]c3ccc(C(C)=O)cc3c2c1C, CC(=O)O, CCO, [Pd]. Product: CCOC(=O)c1ncc2[nH]c3ccc(CC)cc3c2c1C. RXN SMILES: [CH2:1]([CH3:2])[O:3][C:4](=[O:5])[c:6]1[n:7][cH:8][c:9]2[nH:10][c:11]3[cH:12][cH:13][c:14]([C:20]([CH3:21])=[O:22])[cH:15][c:16]3[c:17]2[c:18]1[CH3:19].[CH3:23][C:24](=[O:25])[OH:26].[CH3:27][CH2:28][OH:29].[Pd:30]>>[CH2:1]([CH3:2])[O:3][C:4](=[O:5])[c:6]1[n:7][cH:8][c:9]2[nH:10][c:11]3[cH:12][cH:13][c:14]([CH2:20][CH3:21])[cH:15][c:16]3[c:17]2[c:18]1[CH3:19]. Starting materials: BrCC1=CC=2C(=C(ON2)C2=CC=CC=C2)C=C1 (6-(bromomethyl)-3-phenyl-2,1-benzisoxazole), [C-]#N.[K+] (potassium cyanide), O1CCOCC1 (dioxane), O (water). Run in C(Cl)Cl (methylene chloride). Yields the product C1(=CC=CC=C1)C=1ON=C2C1C=CC(=C2)CC#N (3-Phenyl-2,1-benzisoxazole-6-acetonitrile). As a reaction SMILES: Br[CH2:2][C:3]1[CH:17]=[CH:16][C:6]2=[C:7]([C:10]3[CH:15]=[CH:14][CH:13]=[CH:12][CH:11]=3)[O:8][N:9]=[C:5]2[CH:4]=1.[C-:18]#[N:19].[K+].O1CCOCC1.O>C(Cl)Cl>[C:10]1([C:7]2[O:8][N:9]=[C:5]3[CH:4]=[C:3]([CH2:2][C:18]#[N:19])[CH:17]=[CH:16][C:6]=23)[CH:15]=[CH:14][CH:13]=[CH:12][CH:11]=1 |f:1.2|. Procedure details: A mixture of 10.9 g (0.038 mole) of slightly impure 6-(bromomethyl)-3-phenyl-2,1-benzisoxazole, 9.8 g (0.15 mole) of potassium cyanide, 80 ml of dioxane, and 50 ml of water was heated at reflux under a nitrogen atmosphere for 2.5 hr. The mixture was diluted with 200 ml of methylene chloride and the layers were separated. The organic layer was washed twice with water, once with brine, and dried over sodium sulfate, and concentrated to give 7.5 g of gray solid as residue. The solid was chromatogra... Starting materials: O=C([O-])[O-], CS(=O)(=O)OCCCCc1ccc(OCc2coc(C=Cc3ccccc3)n2)cc1, CN(C)C=O, [K+], [K+], O, CCOC(=O)c1ncc[nH]1. Yields the product CCOC(=O)c1nccn1CCCCc1ccc(OCc2coc(C=Cc3ccccc3)n2)cc1. Reaction SMILES: [C:41](=[O:42])([O-:43])[O-:44].[CH3:1][S:2]([O:3][CH2:6][CH2:7][CH2:8][CH2:9][c:10]1[cH:11][cH:12][c:13]([O:16][CH2:17][c:18]2[n:19][c:20]([CH:23]=[CH:24][c:25]3[cH:26][cH:27][cH:28][cH:29][cH:30]3)[o:21][cH:22]2)[cH:14][cH:15]1)(=[O:4])=[O:5].[CH3:47][N:48]([CH3:49])[CH:50]=[O:51].[K+:45].[K+:46].[OH2:52].[nH:31]1[c:32]([C:36](=[O:37])[O:38][CH2:39][CH3:40])[n:33][cH:34][cH:35]1>>[CH2:6]([CH2:7][CH2:8][CH2:9][c:10]1[cH:11][cH:12][c:13]([O:16][CH2:17][c:18]2[n:19][c:20]([CH:23]=[CH:24][c:25]3[cH:26][cH:27][cH:28][cH:29][cH:30]3)[o:21][cH:22]2)[cH:14][cH:15]1)[n:31]1[c:32]([C:36](=[O:37])[O:38][CH2:39][CH3:40])[n:33][cH:34][cH:35]1.